Dataset: the Open Reaction Database (ORD), a public repository of structured organic reaction records. Task: describe an organic reaction: reactants, conditions, products, and yield Yields the product CC(CCCC(C)=O)=C (6-methyl -6-hepten-2-one). Reported procedure: Process (ii): A process in which isobutene, acetone and formaldehyde are allowed to react under conditions of a high temperature and a high pressure to give 6-methyl -6-hepten-2-one (see, e.g., German Patents No. 12 59 876 and No. 12 68 135 and U.S. Pat. No. 3,574,773). Reactants: ( ii ), CC(=O)C (acetone), C=C(C)C (isobutene), C=O (formaldehyde). Reaction SMILES: [CH2:1]=[C:2]([CH3:4])[CH3:3].[CH2:5]=O.[CH3:7][C:8]([CH3:10])=[O:9]>>[CH3:1][C:2](=[CH2:4])[CH2:3][CH2:5][CH2:7][C:8](=[O:9])[CH3:10]. The reactants are [N+](=O)([O-])[O-].[Ag+] (silver nitrate), phenyl-1,4-dipropiolic acid, CO (methanol), C1(=CC=C(C=C1)C#CC(=O)O)C#CC(=O)O (1,4-phenylene bispropiolic acid). Solvent: O (water), O (water), solvent. Yields the product C1(=CC=C(C=C1)C#CC(=O)[O-])C#CC(=O)[O-].[Ag+2] (silver 1,4-phenylene-bispropiolate). Reaction SMILES: CO.[N+]([O-])([O-])=O.[Ag+:7].[C:8]1([C:19]#[C:20][C:21]([OH:23])=[O:22])[CH:13]=[CH:12][C:11]([C:14]#[C:15][C:16]([OH:18])=[O:17])=[CH:10][CH:9]=1>O>[C:8]1([C:19]#[C:20][C:21]([O-:23])=[O:22])[CH:9]=[CH:10][C:11]([C:14]#[C:15][C:16]([O-:18])=[O:17])=[CH:12][CH:13]=1.[Ag+2:7] |f:1.2,5.6|. Procedure: 5.5 g of phenyl-1,4-dipropiolic acid was dissolved in 100 ml of a solvent composed of 50% by volume of methanol and 50% by volume of water. On the other hand, a solution was prepared by dissolving 8.0 g of silver nitrate in 100 ml of water, and it was mixed with the solution of 1,4-phenylene bispropiolic acid with stirring. After the pH was adjusted to 6.0, the formed yellowish white precipitates were filtered off to obtain silver 1,4-phenylene-bispropiolate (40).